Dataset: the Open Reaction Database (ORD), a public repository of structured organic reaction records. Task: describe an organic reaction: reactants, conditions, products, and yield Starting materials: FC=1C=C(C(C(=O)Cl)=CC1)O (4-fluorosalicylic acid chloride), C(C)(C)N(C(C)C)CC (N,N-diisopropylethyl amine), Cl.C(C)#N (acetonitrile hydrochloride). The solvent is ClCCl (dichloromethane). Reaction conditions: temperature 35 celsius, time 24 hour. The product is C(#N)CNC(C1=C(C=C(C=C1)F)O)=O (N-cyanomethyl-4-fluoro-2-hydroxy-benzamide). The yield is 64.7%. Reaction SMILES: [F:1][C:2]1[CH:3]=[C:4]([OH:11])[C:5](=[CH:9][CH:10]=1)[C:6](Cl)=[O:7].C([N:15](CC)[CH:16]([CH3:18])C)(C)C.Cl.C(#[N:24])C>ClCCl>[C:16]([CH2:18][NH:24][C:6](=[O:7])[C:5]1[CH:9]=[CH:10][C:2]([F:1])=[CH:3][C:4]=1[OH:11])#[N:15] |f:2.3|. Reported procedure: A solution of 4-fluorosalicylic acid chloride (Example 1, 10 g, 57.3 mmol) in dichloromethane (114 mL) was treated with N,N-diisopropylethyl amine (25 mL, 143 mmol) and acetonitrile hydrochloride (7.95 g, 85.9 mmol). After stirring at 35° C. for 24 h, the solution was concentrated under reduced pressure, diluted with ethyl acetate, and washed successively with 2 N HCl and saturated aq NaCl. The resulting solution was dried over MgSO4, filtered and concentrated. The resulting solid was suspended ... The reactants are C1(=CC=CC=C1)N1N=C2C(=CNC=3C=CC=CC23)C1=O (2-Phenyl-2,5-dihydro-pyrazolo-(4,3-c) quinolin-3-one), ClC1=C(C(=NC2=CC(=C(C=C12)F)F)C)C(=O)OCC (Ethyl 4-chloro-6,7-difluoro-2-methyl-quinoline-3-carboxylate), C1(=CC=CC=C1)NN (phenyl hydrazine). Yields the product FC=1C(=CC=2C=3C(=C(NC2C1)C)C(N(N3)C3=CC=CC=C3)=O)F (7,8-Difluoro-4-methyl-2-phenyl-2,5-dihydro-pyrazolo[4,3-c]quinolin-3-one). Reaction SMILES: [C:1]1([N:7]2C(=O)C3=CNC4C=CC=CC=4C3=[N:8]2)[CH:6]=[CH:5][CH:4]=[CH:3][CH:2]=1.Cl[C:22]1[C:31]2[C:26](=[CH:27][C:28]([F:33])=[C:29]([F:32])[CH:30]=2)[N:25]=[C:24]([CH3:34])[C:23]=1[C:35]([O:37]CC)=O.C1(NN)C=CC=CC=1>>[F:33][C:28]1[C:29]([F:32])=[CH:30][C:31]2[C:22]3[C:23]([C:35](=[O:37])[N:7]([C:1]4[CH:6]=[CH:5][CH:4]=[CH:3][CH:2]=4)[N:8]=3)=[C:24]([CH3:34])[NH:25][C:26]=2[CH:27]=1. Procedure details: The title compound was synthesized following the procedure described in synthesis of 4a using 3i and phenyl hydrazine. 1H NMR (DMSO-d6) δ (ppm): 2.80 (3H, s), 6.87 (1H, m), 7.19 (1H, m), 7.34 (1H, m), 7.42 (1H, m), 7.61 (1H, m), 8.17 (1H, m). m/z 312.2 (MH+).